This data is from the Open Reaction Database (ORD), a public repository of structured organic reaction records. The task is: describe an organic reaction: reactants, conditions, products, and yield Reactants: C1CCNC1, CS(C)=O, Clc1cc(Cl)nc(Cl)c1, [H-], [Na+], O. Product: Clc1cc(N2CCCC2)cc(Cl)n1. Reaction SMILES: [CH2:1]1[CH2:2][CH2:3][NH:4][CH2:5]1.[CH3:18][S:19]([CH3:20])=[O:21].[Cl:8][c:9]1[n:10][c:11]([Cl:16])[cH:12][c:13]([Cl:15])[cH:14]1.[H-:7].[Na+:6].[OH2:17]>>[CH2:1]1[CH2:2][CH2:3][N:4]([c:13]2[cH:12][c:11]([Cl:16])[n:10][c:9]([Cl:8])[cH:14]2)[CH2:5]1. Starting materials: ClC1=NC=NC(=C1)C=1SC=CC1 (4-chloro-6-thiophen-2-yl-pyrimidine), CN1CCNCC1 (1-methylpiperazine). The solvent is C(C)O (ethanol). Reaction conditions: temperature 100 celsius. Yields the product CN1CCN(CC1)C1=NC=NC(=C1)C=1SC=CC1 (4-(4-Methyl-piperazin-1-yl)-6-thiophen-2-yl-pyrimidine). RXN SMILES: Cl[C:2]1[CH:7]=[C:6]([C:8]2[S:9][CH:10]=[CH:11][CH:12]=2)[N:5]=[CH:4][N:3]=1.[CH3:13][N:14]1[CH2:19][CH2:18][NH:17][CH2:16][CH2:15]1>C(O)C>[CH3:13][N:14]1[CH2:19][CH2:18][N:17]([C:2]2[CH:7]=[C:6]([C:8]3[S:9][CH:10]=[CH:11][CH:12]=3)[N:5]=[CH:4][N:3]=2)[CH2:16][CH2:15]1. Procedure: To a solution of 4-chloro-6-thiophen-2-yl-pyrimidine (48 mg, 0.24 mmol) in ethanol (3 mL), was added 1-methylpiperazine (0.54 mL, 0.49 mmol). The resulting mixture was heated at 100° C. in a sealed tube for 2 h. The resulting mixture was concentrated and the resulting crude residue was purified by SiO2 chromatography (0-5% 2 M NH3 in MeOH/CH2Cl2) to yield the title compound. Starting materials: CCCCO, COc1ccc(CN)cc1, CCN(C(C)C)C(C)C, FC(F)(F)c1cccnc1Cl. As a reaction SMILES: [CH2:31]([OH:32])[CH2:33][CH2:34][CH3:35].[CH3:12][O:13][c:14]1[cH:15][cH:16][c:17]([CH2:18][NH2:19])[cH:20][cH:21]1.[CH:22]([N:23]([CH2:24][CH3:25])[CH:26]([CH3:27])[CH3:28])([CH3:29])[CH3:30].[Cl:1][c:2]1[n:3][cH:4][cH:5][cH:6][c:7]1[C:8]([F:9])([F:10])[F:11]>>[c:2]1([NH:19][CH2:18][c:17]2[cH:16][cH:15][c:14]([O:13][CH3:12])[cH:21][cH:20]2)[n:3][cH:4][cH:5][cH:6][c:7]1[C:8]([F:9])([F:10])[F:11]. Product: COc1ccc(CNc2ncccc2C(F)(F)F)cc1. The product is CCCN(Cc1ccncc1)C1CCc2cccc(O)c2C1. RXN SMILES: [CH3:1][O:2][c:3]1[cH:4][cH:5][cH:6][c:7]2[c:12]1[CH2:11][CH:10]([N:13]([CH2:14][c:15]1[cH:16][cH:17][n:18][cH:19][cH:20]1)[CH2:21][CH2:22][CH3:23])[CH2:9][CH2:8]2.[CH3:24][S:25]([CH3:26])=[O:27]>>[OH:2][c:3]1[cH:4][cH:5][cH:6][c:7]2[c:12]1[CH2:11][CH:10]([N:13]([CH2:14][c:15]1[cH:16][cH:17][n:18][cH:19][cH:20]1)[CH2:21][CH2:22][CH3:23])[CH2:9][CH2:8]2. Starting materials: CCCN(Cc1ccncc1)C1CCc2cccc(OC)c2C1, CS(C)=O. The reactants are CN(C)C=O, [Cl-], [H-], CC(C)(C)OC(=O)N1CCC(CCI)CC1, [NH4+], [Na+], CCC(CO)n1cnc2cnc3ccccc3c21. Product: CCC(COCCC1CCN(C(=O)OC(C)(C)C)CC1)n1cnc2cnc3ccccc3c21. As a reaction SMILES: [CH3:39][N:40]([CH3:41])[CH:42]=[O:43].[Cl-:37].[H-:19].[I:21][CH2:22][CH2:23][CH:24]1[CH2:25][CH2:26][N:27]([C:30](=[O:31])[O:32][C:33]([CH3:34])([CH3:35])[CH3:36])[CH2:28][CH2:29]1.[NH4+:38].[Na+:20].[n:1]1([CH:14]([CH2:15][OH:16])[CH2:17][CH3:18])[cH:2][n:3][c:4]2[cH:5][n:6][c:7]3[cH:8][cH:9][cH:10][cH:11][c:12]3[c:13]12>>[n:1]1([CH:14]([CH2:15][O:16][CH2:22][CH2:23][CH:24]2[CH2:25][CH2:26][N:27]([C:30](=[O:31])[O:32][C:33]([CH3:34])([CH3:35])[CH3:36])[CH2:28][CH2:29]2)[CH2:17][CH3:18])[cH:2][n:3][c:4]2[cH:5][n:6][c:7]3[cH:8][cH:9][cH:10][cH:11][c:12]3[c:13]12. Starting materials: COC(CCC1=C(C=C(C=C1)CN1N=CC=C1)C(=O)O)=O (3-(4-(pyrazol-1-ylmethyl)-2-carboxyphenyl)propanoic acid methyl ester). Run in C1CCOC1 (THF), C1CCOC1 (THF), C1CCOC1 (THF). Conditions: time 2.5 hour. Product: COC(CCC1=C(C=C(C=C1)CN1N=CC=C1)CO)=O (3-(4-(pyrazol-1-ylmethyl)-2-hydroxymethylphenyl)propanoic acid methyl ester). Isolated yield 73.6%. As a reaction SMILES: [CH3:1][O:2][C:3](=[O:21])[CH2:4][CH2:5][C:6]1[CH:11]=[CH:10][C:9]([CH2:12][N:13]2[CH:17]=[CH:16][CH:15]=[N:14]2)=[CH:8][C:7]=1[C:18](O)=[O:19]>C1COCC1>[CH3:1][O:2][C:3](=[O:21])[CH2:4][CH2:5][C:6]1[CH:11]=[CH:10][C:9]([CH2:12][N:13]2[CH:17]=[CH:16][CH:15]=[N:14]2)=[CH:8][C:7]=1[CH2:18][OH:19]. Reported procedure: To a solution of 3-(4-(pyrazol-1-ylmethyl)-2-carboxyphenyl)propanoic acid methyl ester (600 mg) in anhydrous THF (8.0 ml) was added dropwise a solution of borane-tetrahydrofuran complex in THF (3.2 ml) at 0° C. and the mixture was stirred at room temperature for 2.5 hours. To the mixture was added a solution of borane-tetrahydrofuran complex in THF (3.5 ml) and the mixture was stirred for 1 hour. To the reaction solution was added ice and the mixture was extracted with ethyl acetate. The organic... The reactants are COC(=O)C1=NC2=C(N1)C=C(C=C2)NC(=O)C=2C=NC(=NC2)C2=CC=CC=C2 (6-[(2-phenyl-pyrimidin-5-carbonyl)-amino]-1H-benzoimidazole-2-carboxylic acid methyl ester), [Li+].[OH-] (LiOH). The solvent is CO.O.O1CCCC1 (MeOH water tetrahydrofuran). The product is C1(=CC=CC=C1)C1=NC=C(C=N1)C(=O)NC=1C=CC2=C(NC(=N2)C(=O)O)C1 (6-[(2-phenyl-pyrimidin-5-carbonyl)-amino]-1H-benzoimidazole-2-carboxylic acid). The yield is 72.7%. As a reaction SMILES: C[O:2][C:3]([C:5]1[NH:9][C:8]2[CH:10]=[C:11]([NH:14][C:15]([C:17]3[CH:18]=[N:19][C:20]([C:23]4[CH:28]=[CH:27][CH:26]=[CH:25][CH:24]=4)=[N:21][CH:22]=3)=[O:16])[CH:12]=[CH:13][C:7]=2[N:6]=1)=[O:4].[Li+].[OH-]>CO.O.O1CCCC1>[C:23]1([C:20]2[N:19]=[CH:18][C:17]([C:15]([NH:14][C:11]3[CH:12]=[CH:13][C:7]4[N:6]=[C:5]([C:3]([OH:4])=[O:2])[NH:9][C:8]=4[CH:10]=3)=[O:16])=[CH:22][N:21]=2)[CH:24]=[CH:25][CH:26]=[CH:27][CH:28]=1 |f:1.2,3.4.5|. Procedure: A solution of 6-[(2-phenyl-pyrimidin-5-carbonyl)-amino]-1H-benzoimidazole-2-carboxylic acid methyl ester (0.44 mmol) and LiOH (4.40 mmol) in MeOH/water/tetrahydrofuran (1:1:1, 60 mL) is stirred at room temperature overnight. MeOH and THF are evaporated in vacuo and the aqueous mixture is acidified with 5% HCl to pH ˜2. The resulting precipitate is filtered, washed with water (10 mL) and dried to give 6-[(2-phenyl-pyrimidin-5-carbonyl)-amino]-1H-benzoimidazole-2-carboxylic acid as a solid (115 mg... Run in CC(=O)C (acetone). Reaction SMILES: [C:1](Cl)(=[O:13])[CH2:2][CH2:3][CH2:4][CH2:5][CH2:6][CH2:7][CH2:8][CH2:9][CH2:10][CH2:11][CH3:12].[C:15]([NH2:19])(=[O:18])[CH:16]=[CH2:17].[Cl-].[Al+3].[Cl-].[Cl-].Cl.C(NC(=O)C=C)CCCCCCCCCCCCCCC>CC(C)=O>[C:1]([NH:19][C:15](=[O:18])[CH:16]=[CH2:17])(=[O:13])[CH2:2][CH2:3][CH2:4][CH2:5][CH2:6][CH2:7][CH2:8][CH2:9][CH2:10][CH2:11][CH3:12] |f:2.3.4.5|. Starting materials: C(CCCCCCCCCCC)(=O)Cl (dodecanoyl chloride), Cl (hydrogen chloride), C(CCCCCCCCCCCCCCC)NC(C=C)=O (N-cetylacrylamide), C(C=C)(=O)N (acrylamide), [Cl-].[Al+3].[Cl-].[Cl-] (aluminium chloride). Product: C(CCCCCCCCCCC)(=O)NC(C=C)=O (N-Dodecanoylacrylamide). Procedure: In a 250 ml capacity conical flask 10.9 g dodecanoyl chloride (0.05 M), 3.5 g acrylamide (0.05 M) and 50 ml acetone were placed to obtain a clear solution. The solution was stirred with a magnetic needle at room temperature. 6.5 g anhydrous aluminium chloride (0.05 M) was added and the reaction mixture was stirred at room temperature. After 5 to 10 minutes of stirring, vigorous evolution of hydrogen chloride took place which ceased after about 5 minutes. The product was isolated following the pr... Reaction conditions: time 5 minute. The reactants are C(C)(C)(C)C1=CC(=NO1)NC(=O)NC1=CC(=CC=C1)S (1-(5-tert-butylisoxazol-3-yl)-3-(3-mercaptophenyl)urea), Example 44A, ClC1=NC=NC2=CC(=C(C=C12)F)F (4-chloro-6,7-difluoroquinazoline). The product is C(C)(C)(C)C1=CC(=NO1)NC(=O)NC1=CC(=CC=C1)SC1=NC=NC2=CC(=C(C=C12)F)F (1-(5-tert-butylisoxazol-3-yl)-3-(3-(6,7-difluoro quinazolin-4-ylthio)phenyl)urea). Yield: 37.0%. RXN SMILES: [C:1]([C:5]1[O:9][N:8]=[C:7]([NH:10][C:11]([NH:13][C:14]2[CH:19]=[CH:18][CH:17]=[C:16]([SH:20])[CH:15]=2)=[O:12])[CH:6]=1)([CH3:4])([CH3:3])[CH3:2].Cl[C:22]1[C:31]2[C:26](=[CH:27][C:28]([F:33])=[C:29]([F:32])[CH:30]=2)[N:25]=[CH:24][N:23]=1>>[C:1]([C:5]1[O:9][N:8]=[C:7]([NH:10][C:11]([NH:13][C:14]2[CH:19]=[CH:18][CH:17]=[C:16]([S:20][C:22]3[C:31]4[C:26](=[CH:27][C:28]([F:33])=[C:29]([F:32])[CH:30]=4)[N:25]=[CH:24][N:23]=3)[CH:15]=2)=[O:12])[CH:6]=1)([CH3:4])([CH3:2])[CH3:3]. Procedure details: The title compound was prepared from 1-(5-tert-butylisoxazol-3-yl)-3-(3-mercaptophenyl)urea described in Example 44A (87 mg, 0.3 mmol) and 4-chloro-6,7-difluoroquinazoline (60 mg, 0.3 mmol) from Example 4A Step 2 as described in Example 46 to give 1-(5-tert-butylisoxazol-3-yl)-3-(3-(6,7-difluoro quinazolin-4-ylthio)phenyl)urea (50 mg, 0.11 mmol, 37%). 1H NMR (300 MHz, DMSO-d6) δ 9.61 (s, 1H), 9.05 (s, 1H), 8.88 (s, 1H), 8.34 (dd, 1H), 8.09 (dd, 1H), 7.88 (s, 1H), 7.53 (d, 1H), 7.47 (t, 1H), 7.30...